Task: describe an organic reaction: reactants, conditions, products, and yield. Dataset: the Open Reaction Database (ORD), a public repository of structured organic reaction records Starting materials: C(C)OC(=O)C=1C(C2=C(NN1)CCCCC2)=O (4-oxo-4,5,6,7,8,9-hexahydro-1H-cyclohepta[c]pyridazine-3-carboxylic acid ethyl ester), N1=CC=CC=C1 (pyridine), C1(=CC=C(C=C1)S(=O)(=O)Cl)C (p-toluenesulphonyl chloride). Run in ClCCl (dichloromethane). Yields the product C(C)OC(=O)C1=C(C2=C(N=N1)CCCCC2)Cl (4-Chloro-6,7,8,9-tetrahydro-5H-cyclohepta[c]pyridazine-3-carboxylic acid ethyl ester). Yield: 22.3%. RXN SMILES: [CH2:1]([O:3][C:4]([C:6]1[C:7](=O)[C:8]2[CH2:16][CH2:15][CH2:14][CH2:13][CH2:12][C:9]=2[NH:10][N:11]=1)=[O:5])[CH3:2].N1C=CC=CC=1.C1(C)C=CC(S([Cl:33])(=O)=O)=CC=1>ClCCl>[CH2:1]([O:3][C:4]([C:6]1[N:11]=[N:10][C:9]2[CH2:12][CH2:13][CH2:14][CH2:15][CH2:16][C:8]=2[C:7]=1[Cl:33])=[O:5])[CH3:2]. Procedure: To a solution of 4-oxo-4,5,6,7,8,9-hexahydro-1H-cyclohepta[c]pyridazine-3-carboxylic acid ethyl ester (2.7 g) and pyridine (0.93 ml) in dichloromethane (150 ml) was added p-toluenesulphonyl chloride (2.2 g). The reaction mixture was heated at reflux for 20 h. The reaction mixture was washed with 1M potassium carbonate solution, brine, dried over magnesium sulphate, filtered and evaporated under reduced pressure to give an oil. The oil was purified by flash chromatography using a gradient elution... The reactants are CI (methyl iodide), CO[C@@H]1O[C@@H]([C@@H]2[C@H]1OC(O2)(C)C)CO ([(3aR,4R,6R,6aR)-6-methoxy-2,2-dimethyltetrahydrofuro[3,4-d][1,3]dioxol-4-yl]methanol), [H-].[Na+] (sodium hydride), resultant mixture, resultant mixture, O (Water). The solvent is O1CCCC1 (tetrahydrofuran), O1CCCC1 (tetrahydrofuran). Reaction conditions: temperature 0 celsius, time 1 hour. Product: CO[C@@H]1O[C@@H]([C@H]2OC(O[C@H]21)(C)C)COC ((3aR,4R,6R,6aR)-4-Methoxy-6-(methoxymethyl)-2,2-dimethyltetrahydrofuro[3,4-d][1,3]dioxole). The yield is 79.6%. As a reaction SMILES: [CH3:1][O:2][C@H:3]1[C@@H:7]2[O:8][C:9]([CH3:12])([CH3:11])[O:10][C@@H:6]2[C@@H:5]([CH2:13][OH:14])[O:4]1.[H-].[Na+].[CH3:17]I.O>O1CCCC1>[CH3:1][O:2][C@H:3]1[C@H:7]2[C@H:6]([O:10][C:9]([CH3:12])([CH3:11])[O:8]2)[C@@H:5]([CH2:13][O:14][CH3:17])[O:4]1 |f:1.2|. Procedure details: A stirred solution of [(3aR,4R,6R,6aR)-6-methoxy-2,2-dimethyltetrahydrofuro[3,4-d][1,3]dioxol-4-yl]methanol (J. Heterocycl. Chem., 13 1966, 485) (43.1 g, 0.21 mol) in dry tetrahydrofuran (400 ml), at 0° C. and under an atmosphere of nitrogen, was carefully treated with sodium hydride, (7.7 g of an 80% dispersion in mineral oil, 0.26 mol). The resultant mixture was warmed to room temperature and stirred for 1 hr. The reaction mixture was cooled to 0° C. and a solution of methyl iodide (15.8 m, 0.... Starting materials: CCO, COc1ncc(Cl)cc1CN1CCC(C=Cc2ccccc2F)CC1, [Na+], [Na+], O=C([O-])[O-]. Product: O=c1[nH]cc(Cl)cc1CN1CCC(C=Cc2ccccc2F)CC1. Reaction SMILES: [CH3:32][CH2:33][OH:34].[Cl:1][c:2]1[cH:3][c:4]([CH2:10][N:11]2[CH2:12][CH2:13][CH:14]([CH:17]=[CH:18][c:19]3[c:20]([F:25])[cH:21][cH:22][cH:23][cH:24]3)[CH2:15][CH2:16]2)[c:5]([O:8][CH3:9])[n:6][cH:7]1.[Na+:26].[Na+:27].[O-:28][C:29](=[O:30])[O-:31]>>[Cl:1][c:2]1[cH:3][c:4]([CH2:10][N:11]2[CH2:12][CH2:13][CH:14]([CH:17]=[CH:18][c:19]3[c:20]([F:25])[cH:21][cH:22][cH:23][cH:24]3)[CH2:15][CH2:16]2)[c:5](=[O:8])[nH:6][cH:7]1. The reactants are CN1CCCC1=O, Fc1cc(F)c2c(Nc3c(Cl)ccc4c3OCO4)ncnc2c1, Cl, O, OC1CCOCC1. Product: Fc1cc(OC2CCOCC2)c2c(Nc3c(Cl)ccc4c3OCO4)ncnc2c1. RXN SMILES: [CH3:25][N:26]1[C:27](=[O:28])[CH2:29][CH2:30][CH2:31]1.[Cl:2][c:3]1[cH:4][cH:5][c:6]2[c:7]([c:8]1[NH:9][c:10]1[n:11][cH:12][n:13][c:14]3[cH:15][c:16]([F:21])[cH:17][c:18]([F:20])[c:19]13)[O:22][CH2:23][O:24]2.[ClH:1].[OH2:39].[OH:32][CH:33]1[CH2:34][CH2:35][O:36][CH2:37][CH2:38]1>>[Cl:2][c:3]1[cH:4][cH:5][c:6]2[c:7]([c:8]1[NH:9][c:10]1[n:11][cH:12][n:13][c:14]3[cH:15][c:16]([F:21])[cH:17][c:18]([O:32][CH:33]4[CH2:34][CH2:35][O:36][CH2:37][CH2:38]4)[c:19]13)[O:22][CH2:23][O:24]2. Reactants: CC(=O)C (acetone), C(C)(C)(C)OC(NCCN)=O ((2-Aminoethyl)carbamic acid tert-butyl ester), [Si](C)(C)(C)C#N (TMS-CN). Solvent: CCO (EtOH). Conditions: time 30 minute. Yields the product C(C)(C)(C)OC(NCCNC(C)(C)C#N)=O ({2-[(Cyano-dimethyl-methyl)-amino]-ethyl}-carbamic acid tert-butyl ester). Yield: 14.1%. As a reaction SMILES: [C:1]([O:5][C:6](=[O:11])[NH:7][CH2:8][CH2:9][NH2:10])([CH3:4])([CH3:3])[CH3:2].[CH3:12][C:13]([CH3:15])=O.[Si]([C:20]#[N:21])(C)(C)C>CCO>[C:1]([O:5][C:6](=[O:11])[NH:7][CH2:8][CH2:9][NH:10][C:13]([C:20]#[N:21])([CH3:15])[CH3:12])([CH3:4])([CH3:2])[CH3:3]. Procedure details: (2-Aminoethyl)carbamic acid tert-butyl ester (25.07 g, 156.5 mmol) was dissolved in EtOH (500 mL), treated with acetone (13.75 mL, 187 mmol), and the stirred solution was cooled in an ice bath. After stirring for 30 min, TMS-CN (62 mL, 465 mmol; CAUTION—toxic) was added dropwise over 1 h. The solution was stirred for 16 h, allowing to warm gradually to room temperature. The solution was concentrated in vacuo [caution: HCN gas evolved: a dry pump venting to the back of the fume hood was used]resu... The reactants are FC1=CC=C(CC[C@@H]2N(CC[C@@H](C2)C2=CC(NO2)=O)C(=O)OC)C=C1 ((2S,4S)-Methyl 2-(4-fluorophenethyl)-4-(3-oxo-2,3-dihydroisoxazol-5-yl)piperidine-1-carboxylate), Br (hydrogen bromide). Reaction conditions: time 16 hour. Product: FC1=CC=C(CC[C@@H]2NCC[C@@H](C2)C2=CC(NO2)=O)C=C1 (5-((2S,4S)-2-(4-fluorophenethyl)piperidin-4-yl)isoxazol-3(2H)-one). The yield is 62.8%. RXN SMILES: [F:1][C:2]1[CH:25]=[CH:24][C:5]([CH2:6][CH2:7][C@H:8]2[CH2:13][C@@H:12]([C:14]3[O:18][NH:17][C:16](=[O:19])[CH:15]=3)[CH2:11][CH2:10][N:9]2C(OC)=O)=[CH:4][CH:3]=1.Br>>[F:1][C:2]1[CH:3]=[CH:4][C:5]([CH2:6][CH2:7][C@H:8]2[CH2:13][C@@H:12]([C:14]3[O:18][NH:17][C:16](=[O:19])[CH:15]=3)[CH2:11][CH2:10][NH:9]2)=[CH:24][CH:25]=1. Procedure details: (2S,4S)-Methyl 2-(4-fluorophenethyl)-4-(3-oxo-2,3-dihydroisoxazol-5-yl)piperidine-1-carboxylate (435 mg, 1.25 mmol) was dissolved in hydrogen bromide (33% in acetic acid, 9.84 mL, 56.19 mmol) to give a yellow solution. The mixture was stirred at room temperature for 16 h, the solvent was removed and the residue purified by preparative HPLC (Instrument: FractionLynx II, Mobilphase: gradient 5-95% MeCN in 0.2% NH3, pH 10, Column: Xbridge Prep C18 5 μm OBD 19*150 mm) to yield 5-((2S,4S)-2-(4-fluoro... Starting materials: COC(=O)c1c(-c2cc(OC)c(OC)c(OC)c2)c2cc(OC)c(OC)cc2c(=O)n1N1CCOCC1, ClC(Cl)Cl, C1COCCO1, O. Product: COC(=O)c1c(-c2cc(OC)c(O)c(OC)c2)c2cc(OC)c(OC)cc2c(=O)n1N1CCOCC1. As a reaction SMILES: [CH3:1][O:2][c:3]1[cH:4][c:5]2[c:6](-[c:26]3[cH:27][c:28]([O:36][CH3:37])[c:29]([O:34][CH3:35])[c:30]([O:32][CH3:33])[cH:31]3)[c:7]([C:22](=[O:23])[O:24][CH3:25])[n:8]([N:16]3[CH2:17][CH2:18][O:19][CH2:20][CH2:21]3)[c:9](=[O:15])[c:10]2[cH:11][c:12]1[O:13][CH3:14].[CH:45]([Cl:46])([Cl:47])[Cl:48].[O:38]1[CH2:39][CH2:40][O:41][CH2:42][CH2:43]1.[OH2:44]>>[CH3:1][O:2][c:3]1[cH:4][c:5]2[c:6](-[c:26]3[cH:27][c:28]([O:36][CH3:37])[c:29]([OH:34])[c:30]([O:32][CH3:33])[cH:31]3)[c:7]([C:22](=[O:23])[O:24][CH3:25])[n:8]([N:16]3[CH2:17][CH2:18][O:19][CH2:20][CH2:21]3)[c:9](=[O:15])[c:10]2[cH:11][c:12]1[O:13][CH3:14]. The reactants are C1CCOC1, Cl, [Na+], CCc1nc2c(C)cc(C)nc2n1Cc1ccc(NCC2CCC3(CC2)OCCO3)cc1, [OH-]. The product is CCc1nc2c(C)cc(C)nc2n1Cc1ccc(NCC2CCC(=O)CC2)cc1. As a reaction SMILES: [CH2:36]1[O:37][CH2:38][CH2:39][CH2:40]1.[ClH:33].[Na+:35].[O:1]1[CH2:3][CH2:2][O:4][C:5]12[CH2:6][CH2:7][CH:8]([CH2:11][NH:12][c:13]1[cH:14][cH:15][c:16]([CH2:19][n:20]3[c:21]([CH2:31][CH3:32])[n:22][c:23]4[c:24]3[n:25][c:26]([CH3:30])[cH:27][c:28]4[CH3:29])[cH:17][cH:18]1)[CH2:9][CH2:10]2.[OH-:34]>>[O:4]=[C:5]1[CH2:6][CH2:7][CH:8]([CH2:11][NH:12][c:13]2[cH:14][cH:15][c:16]([CH2:19][n:20]3[c:21]([CH2:31][CH3:32])[n:22][c:23]4[c:24]3[n:25][c:26]([CH3:30])[cH:27][c:28]4[CH3:29])[cH:17][cH:18]2)[CH2:9][CH2:10]1.